This data is from the Open Reaction Database (ORD), a public repository of structured organic reaction records. The task is: describe an organic reaction: reactants, conditions, products, and yield Reactants: CCOC(C)=O, CCCc1nn(C)c2c(NCc3ccc(OC)c(Cl)c3)nc(CCl)nc12, Cl, NCCCO, CN(C)C=O, O. Yields the product CCCc1nn(C)c2c(NCc3ccc(OC)c(Cl)c3)nc(CNCCCO)nc12. RXN SMILES: [CH3:32][CH2:33][O:34][C:35](=[O:36])[CH3:37].[Cl:1][c:2]1[cH:3][c:4]([CH2:5][NH:6][c:7]2[c:8]3[c:9]([n:10][c:11]([CH2:13][Cl:14])[n:12]2)[c:15]([CH2:19][CH2:20][CH3:21])[n:16][n:17]3[CH3:18])[cH:22][cH:23][c:24]1[O:25][CH3:26].[ClH:44].[NH2:27][CH2:28][CH2:29][CH2:30][OH:31].[O:38]=[CH:39][N:40]([CH3:41])[CH3:42].[OH2:43]>>[Cl:1][c:2]1[cH:3][c:4]([CH2:5][NH:6][c:7]2[c:8]3[c:9]([n:10][c:11]([CH2:13][NH:27][CH2:28][CH2:29][CH2:30][OH:31])[n:12]2)[c:15]([CH2:19][CH2:20][CH3:21])[n:16][n:17]3[CH3:18])[cH:22][cH:23][c:24]1[O:25][CH3:26]. Reactants: FC1=C(C(=CC=C1)F)N1C(C=CC2=C1N=C(N=C2C2=C(C=C(C=C2)F)C)S(=O)(=O)C)=O (8-(2,6-difluoro-phenyl)-4-(4-fluoro-2-methyl-phenyl)-2-methane-sulfonyl-8H-pyrido[2,3-d]pyrimidin-7-one), N1C(=O)N=C(N)C=C1 (cytosine). Yields the product FC1=C(C(=CC=C1)F)N1C(C=CC2=C1N=C(N=C2C2=C(C=C(C=C2)F)C)NC=2NC(N=CC2)=O)=O (8-(2,6-Difluoro-phenyl)-4-(4-fluoro-2-methyl-phenyl)-2-(2-oxo-2,3-dihydro-pyrimidin-4-ylamino)-8H-pyrido[2,3-d]pyrimidin-7-one). Reaction SMILES: [F:1][C:2]1[CH:7]=[CH:6][CH:5]=[C:4]([F:8])[C:3]=1[N:9]1[C:14]2[N:15]=[C:16](S(C)(=O)=O)[N:17]=[C:18]([C:19]3[CH:24]=[CH:23][C:22]([F:25])=[CH:21][C:20]=3[CH3:26])[C:13]=2[CH:12]=[CH:11][C:10]1=[O:31].[NH:32]1[CH:39]=[CH:38][C:36]([NH2:37])=[N:35][C:33]1=[O:34]>>[F:1][C:2]1[CH:7]=[CH:6][CH:5]=[C:4]([F:8])[C:3]=1[N:9]1[C:14]2[N:15]=[C:16]([NH:37][C:36]3[NH:35][C:33](=[O:34])[N:32]=[CH:39][CH:38]=3)[N:17]=[C:18]([C:19]3[CH:24]=[CH:23][C:22]([F:25])=[CH:21][C:20]=3[CH3:26])[C:13]=2[CH:12]=[CH:11][C:10]1=[O:31]. Procedure details: Following the general procedure outlined in Example 217, the product of Example 48 (100 mg, 0.22 mmol) and cytosine (124 mg, 1.12 mmol) were reacted to give the crude material. Preparative HPLC afforded the title compound, 27 mg (20%). LC-MS: 477.2 (MH+, m/z), 1.77 (Rt, min). The reactants are C=Cc1cc(OCC2CCN2C(=O)OC(C)(C)C)cnc1C, CO, [H][H]. Product: CCc1cc(OCC2CCN2C(=O)OC(C)(C)C)cnc1C. As a reaction SMILES: [CH3:1][c:2]1[c:3]([CH:21]=[CH2:22])[cH:4][c:5]([O:8][CH2:9][CH:10]2[N:11]([C:14](=[O:15])[O:16][C:17]([CH3:18])([CH3:19])[CH3:20])[CH2:12][CH2:13]2)[cH:6][n:7]1.[CH3:25][OH:26].[H:23][H:24]>>[CH3:1][c:2]1[c:3]([CH2:21][CH3:22])[cH:4][c:5]([O:8][CH2:9][CH:10]2[N:11]([C:14](=[O:15])[O:16][C:17]([CH3:18])([CH3:19])[CH3:20])[CH2:12][CH2:13]2)[cH:6][n:7]1. The reactants are BrBr (bromine), ClC1=C(C=CC(=C1)Cl)C(CC)=O (2′,4′-dichloropropiophenone). The yield is 97.1%. The product is BrC(C(=O)C1=C(C=C(C=C1)Cl)Cl)C (2-bromo-2′,4′-dichloropropiophenone). Solvent: CO (methanol). Procedure: 51.4 g (0.322 mol) of bromine was added dropwise to a solution of 63.2 g (0.311 mol) of 2′,4′-dichloropropiophenone in 140 g of methanol at a reaction temperature of 50 to 55° C. After the addition was complete, the methanol was evaporated off from the reaction solution under reduced pressure. The resultant concentrate was dissolved in 120 g of toluene and was then washed with water (150 ml×3 times). Thereafter, the toluene was distilled off under reduced pressure, giving 85.2 g (0.302 mol) of c... RXN SMILES: [Br:1]Br.[Cl:3][C:4]1[CH:9]=[C:8]([Cl:10])[CH:7]=[CH:6][C:5]=1[C:11](=[O:14])[CH2:12][CH3:13]>CO>[Br:1][CH:12]([CH3:13])[C:11]([C:5]1[CH:6]=[CH:7][C:8]([Cl:10])=[CH:9][C:4]=1[Cl:3])=[O:14]. The reactants are C(=O)(Cl)Cl (phosgene), N(C(=O)C)C1=CC=C(C=C1)O (4-acetominophenol), C(=O)(Cl)Cl (phosgene), C(C)N(C1=CC=CC=C1)CC (N,N-Diethylaniline). Run in C(C)(=O)OCC (ethyl acetate). Run at temperature 0 celsius, time 2 hour. Product: C(OC1=CC=C(C=C1)NC(C)=O)(=O)Cl (4-acetamidophenyl carbonochloridate). The yield is 73.3%. RXN SMILES: [NH:1]([C:5]1[CH:10]=[CH:9][C:8]([OH:11])=[CH:7][CH:6]=1)[C:2]([CH3:4])=[O:3].[C:12](Cl)([Cl:14])=[O:13].C(N(CC)C1C=CC=CC=1)C>C(OCC)(=O)C>[C:12]([Cl:14])(=[O:13])[O:11][C:8]1[CH:9]=[CH:10][C:5]([NH:1][C:2](=[O:3])[CH3:4])=[CH:6][CH:7]=1. Reported procedure: A solution of 4-acetominophenol (75.0 g), phosgene solution (450 mL, 20% in toluene), and ethyl acetate (1875 mL) was cooled to 0° C. N,N-Diethylaniline (94.7 mL) was added dropwise and the reaction was stirred at 0° C. for two hours. The reaction was then allowed to warm to room temperature. An aliquot for NMR analysis was taken four hours post addition. The reaction remained incomplete and was stirred at room temperature overnight. An-aliquot for NMR analysis after overnight stirring indicated... The reactants are Nc1c(Cl)cc(OC(F)(F)F)cc1Cl, Cl, [I-], [K+], O=N[O-], [Na+], O. The product is FC(F)(F)Oc1cc(Cl)c(I)c(Cl)c1. RXN SMILES: [Cl:1][c:2]1[c:3]([NH2:4])[c:5]([Cl:14])[cH:6][c:7]([O:9][C:10]([F:11])([F:12])[F:13])[cH:8]1.[ClH:21].[I-:20].[K+:19].[N:15]([O-:16])=[O:17].[Na+:18].[OH2:22]>>[Cl:1][c:2]1[c:3]([I:20])[c:5]([Cl:14])[cH:6][c:7]([O:9][C:10]([F:11])([F:12])[F:13])[cH:8]1. Starting materials: NC(C#N)(CN1N=C2N=CC(=CC2=C1)Br)C (2-Amino-3-(5-bromo-2H-pyrazolo[3,4-b]pyridin-2-yl)-2-methylpropionitrile), FC(C1=CC=C(C(=S)Cl)C=C1)(F)F (4-trifluoromethylthiobenzoyl chloride). RXN SMILES: [NH2:1][C:2]([CH3:16])([CH2:5][N:6]1[CH:14]=[C:13]2[C:8]([N:9]=[CH:10][C:11]([Br:15])=[CH:12]2)=[N:7]1)[C:3]#[N:4].[F:17][C:18]([F:29])([F:28])[C:19]1[CH:27]=[CH:26][C:22]([C:23](Cl)=[S:24])=[CH:21][CH:20]=1>>[Br:15][C:11]1[CH:10]=[N:9][C:8]2=[N:7][N:6]([CH2:5][C:2]([NH:1][C:23](=[S:24])[C:22]3[CH:21]=[CH:20][C:19]([C:18]([F:17])([F:28])[F:29])=[CH:27][CH:26]=3)([C:3]#[N:4])[CH3:16])[CH:14]=[C:13]2[CH:12]=1. Yields the product BrC1=CC=2C(N=C1)=NN(C2)CC(C)(C#N)NC(C2=CC=C(C=C2)C(F)(F)F)=S (N-[2-(5-Bromo-2H-pyrazolo[3,4-b]pyridin-2-yl)-1-cyano-1-methylethyl]-4-trifluoromethylthiobenzamide), solid. Isolated yield 50.0%. Procedure: Using a procedure similar to that described in Example 1, except using 2-amino-3-(5-bromo-2H-pyrazolo[3,4-b]pyridin-2-yl)-2-methylpropionitrile (35 mg, described in Example 204) and 4-trifluoromethylthiobenzoyl chloride, the title compound was isolated as a white solid (30.7 mg, 50%). MS (ES): M/Z [M+H]=484. 1H NMR: (400 MHz, CHLOROFORM-d): 1.99 (s, 3H), 4.94 (d, J=1.6 Hz, 2H), 7.76 (d, J=8.2 Hz, 1H), 7.90 (d, J=8.4 Hz, 2H), 8.20 (s 1H), 8.26 (d, J=2.1 Hz, 1H), 8.37 (s 1H) and 8.74 (d, J=2.1 Hz,... Reactants: Cl.N1(CCNCC1)C1=CC=C(C(=O)O)C=C1 (4-Piperazin-1-yl-benzoic acid hydrochlorid), C(=O)(OCC1C2=CC=CC=C2C2=CC=CC=C12)Cl (FMOC-chloride), C(C)(C)N(CC)C(C)C (diisopropyl-ethylamine), [OH-].[Na+] (NaOH). Solvent: O (water), O1CCOCC1 (Dioxan), O1CCOCC1 (dioxan), O1CCOCC1 (dioxan). Reaction conditions: time 15 minute. The product is C(=O)(OCC1C2=CC=CC=C2C2=CC=CC=C12)N1CCN(CC1)C1=CC=C(C(=O)O)C=C1 (4-(4-FMOC-piperazin-1-yl)-benzoic acid). Reaction SMILES: Cl.[N:2]1([C:8]2[CH:16]=[CH:15][C:11]([C:12]([OH:14])=[O:13])=[CH:10][CH:9]=2)[CH2:7][CH2:6][NH:5][CH2:4][CH2:3]1.[OH-].[Na+].[C:19](Cl)([O:21][CH2:22][CH:23]1[C:35]2[C:30](=[CH:31][CH:32]=[CH:33][CH:34]=2)[C:29]2[C:24]1=[CH:25][CH:26]=[CH:27][CH:28]=2)=[O:20].C(N(C(C)C)CC)(C)C>O1CCOCC1.O>[C:19]([N:5]1[CH2:4][CH2:3][N:2]([C:8]2[CH:9]=[CH:10][C:11]([C:12]([OH:14])=[O:13])=[CH:15][CH:16]=2)[CH2:7][CH2:6]1)([O:21][CH2:22][CH:23]1[C:24]2[C:29](=[CH:28][CH:27]=[CH:26][CH:25]=2)[C:30]2[C:35]1=[CH:34][CH:33]=[CH:32][CH:31]=2)=[O:20] |f:0.1,2.3|. Procedure: 4-Piperazin-1-yl-benzoic acid hydrochlorid (10.5 mmol) is dissolved in 15 ml Dioxan and 11.6 ml NaOH (2N) and cooled to 0° C. Simultaneously, FMOC-chloride (11.6 mmol) in dioxan (5 ml) and diisopropyl-ethylamine (11.6 mmol) in dioxan (5 ml) are added dropwise over 20 minutes at 0° C. and the mixture is stirred for 15 minutes and is then allowed to warm up to rt and is stirred over night. The mixture is diluted with water (50 ml) and extracted 2 times with diethylether. The water phase is acidifi... Reactants: C(C=C)N1CCN(CC1)C (1-allyl-4-methylpiperazine), B1C2CCCC1CCC2 (9-BBN), BrC=1C=C(N)C=C(C1)C(F)(F)F (3-bromo-5-(trifluoromethyl)aniline), C([O-])([O-])=O.[K+].[K+] (potassium carbonate). Reagents/catalysts: Cl[Pd]([P](C1=CC=CC=C1)(C2=CC=CC=C2)C3=CC=CC=C3)([P](C4=CC=CC=C4)(C5=CC=CC=C5)C6=CC=CC=C6)Cl.C(Cl)Cl (PdCl2(PPh3)2 CH2Cl2). Run in O (water), CN(C)C=O (DMF). Yields the product CN1CCN(CC1)CCCC=1C=C(C=C(C1)C(F)(F)F)N (3-(3-(4-methylpiperazin-1-yl)propyl)-5-(trifluoromethyl)benzenamine). Reaction SMILES: [CH2:1]([N:4]1[CH2:9][CH2:8][N:7]([CH3:10])[CH2:6][CH2:5]1)[CH:2]=[CH2:3].B1C2CCCC1CCC2.Br[C:21]1[CH:22]=[C:23]([CH:25]=[C:26]([C:28]([F:31])([F:30])[F:29])[CH:27]=1)[NH2:24].C(=O)([O-])[O-].[K+].[K+]>Cl[Pd](Cl)([P](C1C=CC=CC=1)(C1C=CC=CC=1)C1C=CC=CC=1)[P](C1C=CC=CC=1)(C1C=CC=CC=1)C1C=CC=CC=1.C(Cl)Cl.O.CN(C=O)C>[CH3:10][N:7]1[CH2:8][CH2:9][N:4]([CH2:1][CH2:2][CH2:3][C:21]2[CH:22]=[C:23]([NH2:24])[CH:25]=[C:26]([C:28]([F:31])([F:29])[F:30])[CH:27]=2)[CH2:5][CH2:6]1 |f:3.4.5,6.7,^1:40,59|. Procedure details: A solution of 1-allyl-4-methylpiperazine (2.12 g, 14.0 mmol) and 9-BBN (0.5 M in THF, 1.7 g, 28 mL, 14.0 mmol) was heated at reflux for 3 h and then cooled to RT. The solution was added to a mixture of 3-bromo-5-(trifluoromethyl)aniline (3.0 o g, 12.5 mmol), potassium carbonate (8.64 g, 62.5 mmol), PdCl2(PPh3)2—CH2Cl2 adduct (0.457 g, 0.6 mmol), DMF (30 mL) and water (2 mL). The mixtre was heated to 75° C. for 24. The mixture was concentrated, triturated with dichloromethane, and filtered. The f...